describe an organic reaction: reactants, conditions, products, and yield From a dataset of the Open Reaction Database (ORD), a public repository of structured organic reaction records. Reactants: [BH4-], CC(C)(C)c1ccc(C=O)cc1, ClCCCl, CO, CN(CCN)c1ccc(Cl)cc1, Cl, [Na+], O=C(O)c1cccc2cc[nH]c12. Yields the product CN(CCN(Cc1ccc(C(C)(C)C)cc1)C(=O)c1cccc2cc[nH]c12)c1ccc(Cl)cc1. RXN SMILES: [BH4-:25].[C:1]([CH3:2])([CH3:3])([CH3:4])[c:5]1[cH:6][cH:7][c:8]([CH:9]=[O:10])[cH:11][cH:12]1.[CH2:39]([Cl:40])[CH2:41][Cl:42].[CH3:44][OH:45].[Cl:13][c:14]1[cH:15][cH:16][c:17]([N:20]([CH2:21][CH2:22][NH2:23])[CH3:24])[cH:18][cH:19]1.[ClH:43].[Na+:26].[nH:27]1[cH:28][cH:29][c:30]2[cH:31][cH:32][cH:33][c:34]([C:36](=[O:37])[OH:38])[c:35]12>>[C:1]([CH3:2])([CH3:3])([CH3:4])[c:5]1[cH:6][cH:7][c:8]([CH2:9][N:23]([CH2:22][CH2:21][N:20]([c:17]2[cH:16][cH:15][c:14]([Cl:13])[cH:19][cH:18]2)[CH3:24])[C:36]([c:34]2[cH:33][cH:32][cH:31][c:30]3[cH:29][cH:28][nH:27][c:35]32)=[O:37])[cH:11][cH:12]1. Reactants: C(C)(=O)N1N=C(C2=CC(=CC=C12)C(=O)Cl)C1=CC=C(C=C1)F (1-acetyl-3-(4-fluorophenyl)-1H-indazole-5-carbonyl chloride), [N+](=O)([O-])C=1C=C(N)C=CC1 (3-nitroaniline), O (Water). Solvent: N1=CC=CC=C1 (pyridine). Reaction conditions: time 18 hour. Yields the product FC1=CC=C(C=C1)C1=NNC2=CC=C(C=C12)C(=O)NC1=CC(=CC=C1)[N+](=O)[O-] ([3-(4-Fluorophenyl)(1H-indazol-5-yl)]-N-(3-nitrophenyl)carboxamide). As a reaction SMILES: [N+:1]([C:4]1[CH:5]=[C:6]([CH:8]=[CH:9][CH:10]=1)[NH2:7])([O-:3])=[O:2].C([N:14]1[C:22]2[C:17](=[CH:18][C:19]([C:23](Cl)=[O:24])=[CH:20][CH:21]=2)[C:16]([C:26]2[CH:31]=[CH:30][C:29]([F:32])=[CH:28][CH:27]=2)=[N:15]1)(=O)C.O>N1C=CC=CC=1>[F:32][C:29]1[CH:28]=[CH:27][C:26]([C:16]2[C:17]3[C:22](=[CH:21][CH:20]=[C:19]([C:23]([NH:7][C:6]4[CH:8]=[CH:9][CH:10]=[C:4]([N+:1]([O-:3])=[O:2])[CH:5]=4)=[O:24])[CH:18]=3)[NH:14][N:15]=2)=[CH:31][CH:30]=1. Reported procedure: To a solution containing 3-nitroaniline (96 mg, 0.694 mmol) in pyridine (5 mL) was added 1-acetyl-3-(4-fluorophenyl)-1H-indazole-5-carbonyl chloride (200 mg, 0.631 mmol). The reaction mixture was allowed to stir for 18 hours at ambient temperature. Water (30 mL) was then added and the resulting precipitate was filtered and dried to afford the title compound. This precipitate was taken on directly to the next step for deprotection. Reactants: FC1=CC=C(C=C1)C(CCCN1CCNCC1)C1=CC=C(C=C1)F (1-[4,4-bis(p-fluorophenyl)butyl]-piperazine), ClC1=NC=C(C=C1)Cl (2,5-dichloropyridine). Solvent: C1(=CC=CC=C1)C (toluene). Product: Cl.Cl.FC1=CC=C(C=C1)C(CCCN1CCN(CC1)C1=NC=C(C=C1)Cl)C1=CC=C(C=C1)F (4-[4,4-bis(p-fluorophenyl)butyl]-1-(5-chloro-2-pyridyl)-piperazine dihydrochloride). As a reaction SMILES: [F:1][C:2]1[CH:7]=[CH:6][C:5]([CH:8]([C:18]2[CH:23]=[CH:22][C:21]([F:24])=[CH:20][CH:19]=2)[CH2:9][CH2:10][CH2:11][N:12]2[CH2:17][CH2:16][NH:15][CH2:14][CH2:13]2)=[CH:4][CH:3]=1.[Cl:25][C:26]1[CH:31]=[CH:30][C:29]([Cl:32])=[CH:28][N:27]=1>C1(C)C=CC=CC=1>[ClH:25].[ClH:25].[F:24][C:21]1[CH:20]=[CH:19][C:18]([CH:8]([C:5]2[CH:6]=[CH:7][C:2]([F:1])=[CH:3][CH:4]=2)[CH2:9][CH2:10][CH2:11][N:12]2[CH2:13][CH2:14][N:15]([C:26]3[CH:31]=[CH:30][C:29]([Cl:32])=[CH:28][N:27]=3)[CH2:16][CH2:17]2)=[CH:23][CH:22]=1 |f:3.4.5|. Reported procedure: 19.8 g (0.06 mole) of 1-[4,4-bis(p-fluorophenyl)butyl]-piperazine and 2.96 g (0.02 mole) of 2,5-dichloropyridine were heated together with 2 ml of toluene at 130° C. (temperature of oil bath) for 20 h. Reactants: CCO, CS(=O)(=O)c1ccc(S(C)(=O)=O)nc1, NN, O. As a reaction SMILES: [CH3:18][CH2:19][OH:20].[CH3:4][S:5](=[O:6])(=[O:7])[c:8]1[n:9][cH:10][c:11]([S:14](=[O:15])(=[O:16])[CH3:17])[cH:12][cH:13]1.[NH2:2][NH2:3].[OH2:1]>>[NH:2]([NH2:3])[c:8]1[n:9][cH:10][c:11]([S:14](=[O:15])(=[O:16])[CH3:17])[cH:12][cH:13]1. Yields the product CS(=O)(=O)c1ccc(NN)nc1. Reactants: C(C1=CC=CC=C1)NC(=O)C1=C(OC=C1)NC(OC(C)(C)C)=O (tert-butyl 3-[(benzylamino)carbonyl]-2-furylcarbamate), Cl (HCl), C(CCC)(=O)Cl (butyryl chloride). Reaction conditions: temperature 0 celsius, time 1 hour. Yields the product C(C1=CC=CC=C1)NC(=O)C1=C(OC=C1)NC(CCC)=O (N-benzyl-2-(butyrylamino)-3-furamide). RXN SMILES: [CH2:1]([NH:8][C:9]([C:11]1[CH:15]=[CH:14][O:13][C:12]=1[NH:16][C:17](=[O:23])OC(C)(C)C)=[O:10])[C:2]1[CH:7]=[CH:6][CH:5]=[CH:4][CH:3]=1.Cl.[C:25](Cl)(=O)[CH2:26][CH2:27]C>>[CH2:1]([NH:8][C:9]([C:11]1[CH:15]=[CH:14][O:13][C:12]=1[NH:16][C:17](=[O:23])[CH2:25][CH2:26][CH3:27])=[O:10])[C:2]1[CH:3]=[CH:4][CH:5]=[CH:6][CH:7]=1. Procedure: A solution of tert-butyl 3-[(benzylamino)carbonyl]-2-furylcarbamate (1-1, 1 equiv) is saturated with HCl gas at 0° C., and the resulting solution is stirred at 0° C. for 1 h, then allowed to warm to 23° C. and stirred for 1 h. The reaction mixture is concentrated and the residue is dissolved in pyridine. The resulting solution is cooled to 0° C., and butyryl chloride (3 equiv) is added in three equal portions over 1 h. The reaction mixture is partitioned between aqueous sodium bicarbonate soluti... Reactants: CCOC(=O)CBr, CCO, O=c1ncc(Cl)c[nH]1, [K+], [OH-]. Yields the product CCOC(=O)Cn1cc(Cl)cnc1=O. RXN SMILES: [Br:11][CH2:12][C:13](=[O:14])[O:15][CH2:16][CH3:17].[CH3:18][CH2:19][OH:20].[Cl:1][c:2]1[cH:3][n:4][c:5](=[O:8])[nH:6][cH:7]1.[K+:10].[OH-:9]>>[Cl:1][c:2]1[cH:3][n:4]([CH2:12][C:13](=[O:14])[O:15][CH2:16][CH3:17])[c:5](=[O:8])[n:6][cH:7]1. Reactants: CC(=O)OC(C)=O, Cc1ccc(S(=O)(=O)NC(=O)NCCc2ccc(-n3c(N)nc4c(C)cc(C)nc43)cc2)cc1, c1ccncc1. The product is CC(=O)Nc1nc2c(C)cc(C)nc2n1-c1ccc(CCNC(=O)NS(=O)(=O)c2ccc(C)cc2)cc1. As a reaction SMILES: [CH3:35][C:36](=[O:37])[O:38][C:39]([CH3:40])=[O:41].[NH2:1][c:2]1[n:3][c:4]2[c:5]([n:6][c:7]([CH3:11])[cH:8][c:9]2[CH3:10])[n:12]1-[c:13]1[cH:14][cH:15][c:16]([CH2:19][CH2:20][NH:21][C:22](=[O:23])[NH:24][S:25](=[O:26])(=[O:27])[c:28]2[cH:29][cH:30][c:31]([CH3:34])[cH:32][cH:33]2)[cH:17][cH:18]1.[cH:42]1[cH:43][cH:44][n:45][cH:46][cH:47]1>>[NH:1]([c:2]1[n:3][c:4]2[c:5]([n:6][c:7]([CH3:11])[cH:8][c:9]2[CH3:10])[n:12]1-[c:13]1[cH:14][cH:15][c:16]([CH2:19][CH2:20][NH:21][C:22](=[O:23])[NH:24][S:25](=[O:26])(=[O:27])[c:28]2[cH:29][cH:30][c:31]([CH3:34])[cH:32][cH:33]2)[cH:17][cH:18]1)[C:36]([CH3:35])=[O:37]. Starting materials: CC(=O)O, CC(=O)OC(C)=O, ClCCl, O=C1COc2cccnc2N1, O=[N+]([O-])O. The product is O=C1COc2ccc([N+](=O)[O-])nc2N1. As a reaction SMILES: [CH3:19][C:20](=[O:21])[OH:22].[CH3:23][C:24]([O:25][C:26](=[O:27])[CH3:28])=[O:29].[Cl:16][CH2:17][Cl:18].[O:1]1[c:2]2[c:3]([n:8][cH:9][cH:10][cH:11]2)[NH:4][C:5](=[O:7])[CH2:6]1.[OH:12][N+:13]([O-:14])=[O:15]>>[O:1]1[c:2]2[c:3]([n:8][c:9]([N+:13](=[O:12])[O-:14])[cH:10][cH:11]2)[NH:4][C:5](=[O:7])[CH2:6]1. Reactants: CS(C)=O, N#Cc1ccc(F)c(Cl)c1, CC(N)CO, O. The product is CC(CO)Nc1ccc(C#N)cc1Cl. RXN SMILES: [CH3:17][S:18]([CH3:19])=[O:20].[Cl:1][c:2]1[cH:3][c:4]([C:5]#[N:6])[cH:7][cH:8][c:9]1[F:10].[NH2:11][CH:12]([CH2:13][OH:14])[CH3:15].[OH2:16]>>[Cl:1][c:2]1[cH:3][c:4]([C:5]#[N:6])[cH:7][cH:8][c:9]1[NH:11][CH:12]([CH2:13][OH:14])[CH3:15]. Reactants: C1CCOC1, COC(=O)CCCCCS(=O)c1ccc(N(C)C)cc1, CO, [K+], NO, [OH-]. Product: CN(C)c1ccc(S(=O)CCCCCC(=O)NO)cc1. RXN SMILES: [CH2:27]1[O:28][CH2:29][CH2:30][CH2:31]1.[CH3:1][O:2][C:3]([CH2:4][CH2:5][CH2:6][CH2:7][CH2:8][S:9](=[O:10])[c:11]1[cH:12][cH:13][c:14]([N:17]([CH3:18])[CH3:19])[cH:15][cH:16]1)=[O:20].[CH3:25][OH:26].[K+:24].[NH2:21][OH:22].[OH-:23]>>[O:2]=[C:3]([CH2:4][CH2:5][CH2:6][CH2:7][CH2:8][S:9](=[O:10])[c:11]1[cH:12][cH:13][c:14]([N:17]([CH3:18])[CH3:19])[cH:15][cH:16]1)[NH:21][OH:22].